This data is from the Open Reaction Database (ORD), a public repository of structured organic reaction records. The task is: describe an organic reaction: reactants, conditions, products, and yield The reactants are COC1=CC=C([O-])C=C1.[Li+] (lithium 4-methoxyphenoxide), 2-hexenyl methylcarbonate. Solvent: C1CCOC1 (THF). Conditions: time 14 hour. The product is COC1=CC=C(C=C1)OC(C=C)CCC ((−)-1-Methoxy-4-(1-propylallyloxy)benzene). Isolated yield 75.1%. Reaction SMILES: [CH3:1][O:2][C:3]1[CH:9]=[CH:8][C:6]([O-:7])=[CH:5][CH:4]=1.[Li+]>C1COCC1>[CH3:1][O:2][C:3]1[CH:9]=[CH:8][C:6]([O:7][CH:3]([CH2:9][CH2:8][CH3:6])[CH:4]=[CH2:5])=[CH:5][CH:4]=1 |f:0.1|. Procedure details: The general procedure was followed with lithium 4-methoxyphenoxide (260 mg, 2.0 mmol) and 2-hexenyl methylcarbonate (160 mg, 1.0 mmol) in THF (2 mL). The reaction was conducted at 50° C. for 14 h. 1H NMR analysis of the mixture indicated the ratio of regioisomers to be 90/10. The residue was purified by flash chromatography on silica gel (1% Et2O/Hexanes) to afford 155 mg of the title compound as an oil. [73%, Rf 0.82 (5% Et2O/Hexanes)].[α]D20−8.2 (c 0.6, CHCl3). 1H NMR (500 MHz, CDCl3) δ 6.88 (... Reactants: NC1=CC=C(C=C1)SC1=NC=CC=C1C1=NC(=NC=C1)NC (4-(2-(4-aminophenylthio)pyridin-3-yl)-N-methylpyrimidin-2-amine), ClC=1C=C(C(=O)OO)C=CC1 (3-chloroperoxybenzoic acid). Run in ClCCl (dichloromethane), ClCCl (dichloromethane). Reaction conditions: temperature 0 celsius, time 7 hour. The product is NC1=CC=C(C=C1)S(=O)C1=NC=CC=C1C1=NC(=NC=C1)NC (4-(2-(4-aminophenylsulfinyl)pyridin-3-yl)-N-methylpyrimidin-2-amine). As a reaction SMILES: [NH2:1][C:2]1[CH:7]=[CH:6][C:5]([S:8][C:9]2[C:14]([C:15]3[CH:20]=[CH:19][N:18]=[C:17]([NH:21][CH3:22])[N:16]=3)=[CH:13][CH:12]=[CH:11][N:10]=2)=[CH:4][CH:3]=1.ClC1C=C(C=CC=1)C(OO)=[O:28]>ClCCl>[NH2:1][C:2]1[CH:3]=[CH:4][C:5]([S:8]([C:9]2[C:14]([C:15]3[CH:20]=[CH:19][N:18]=[C:17]([NH:21][CH3:22])[N:16]=3)=[CH:13][CH:12]=[CH:11][N:10]=2)=[O:28])=[CH:6][CH:7]=1. Procedure: To a cold (0° C.) suspension of 4-(2-(4-aminophenylthio)pyridin-3-yl)-N-methylpyrimidin-2-amine (400 mg, 1.28 mmol) in 20 mL of dichloromethane was added dropwise a solution of 3-chloroperoxybenzoic acid (330 mg, 1.28 mmol, 77% maximum purity) in dichloromethane. The reaction was stirred for 7 hours at 0° C. Then the reaction flask was stored in the freezer overnight without stirring. After 17 hours, the reaction was removed from the freezer and was stirred for another 6 hours in an ice-water ba...